Dataset: the Open Reaction Database (ORD), a public repository of structured organic reaction records. Task: describe an organic reaction: reactants, conditions, products, and yield Starting materials: CC#CCC(CC#CC)(C(=O)OC(C)(C)C)S(=O)(=O)c1ccc(N2CCC(NCC(O)c3ccc(O)c(NS(C)(=O)=O)c3)CC2)cc1, ClCCl, O=C(O)C(F)(F)F. Product: CC#CCC(CC#CC)(C(=O)O)S(=O)(=O)c1ccc(N2CCC(NCC(O)c3ccc(O)c(NS(C)(=O)=O)c3)CC2)cc1. RXN SMILES: [C:1]([CH3:2])([CH3:3])([CH3:4])[O:5][C:6]([C:7]([CH2:8][C:9]#[C:10][CH3:11])([S:12](=[O:13])(=[O:14])[c:15]1[cH:16][cH:17][c:18]([N:21]2[CH2:22][CH2:23][CH:24]([NH:27][CH2:28][CH:29]([c:30]3[cH:31][c:32]([NH:37][S:38](=[O:39])(=[O:40])[CH3:41])[c:33]([OH:36])[cH:34][cH:35]3)[OH:42])[CH2:25][CH2:26]2)[cH:19][cH:20]1)[CH2:43][C:44]#[C:45][CH3:46])=[O:47].[Cl:55][CH2:56][Cl:57].[OH:48][C:49]([C:50]([F:51])([F:52])[F:53])=[O:54]>>[O:5]=[C:6]([C:7]([CH2:8][C:9]#[C:10][CH3:11])([S:12](=[O:13])(=[O:14])[c:15]1[cH:16][cH:17][c:18]([N:21]2[CH2:22][CH2:23][CH:24]([NH:27][CH2:28][CH:29]([c:30]3[cH:31][c:32]([NH:37][S:38](=[O:39])(=[O:40])[CH3:41])[c:33]([OH:36])[cH:34][cH:35]3)[OH:42])[CH2:25][CH2:26]2)[cH:19][cH:20]1)[CH2:43][C:44]#[C:45][CH3:46])[OH:47]. Reactants: C(C)(C)(C)OC(=O)N1CCN(CC1)C(=O)[C@@H]1CC[C@H](CC1)NC1=CC=C(C=C1)CN1C(=NC=2C1=NC(=CC2C)C)CC (trans-4-{4-[4-(2-Ethyl-5,7-dimethyl-3H-imidazo[4,5-b]pyridin-3-ylmethyl)phenylamino]cyclohexanecarbonyl}piperazin-1-carboxylic acid tert-butyl ester), C(C)(=O)OCC.Cl (hydrogen chloride-ethyl acetate). Run in C(Cl)(Cl)Cl (chloroform). Conditions: temperature 0 celsius, time 1.5 hour. Product: C(C)C1=NC=2C(=NC(=CC2C)C)N1CC1=CC=C(C=C1)N[C@@H]1CC[C@H](CC1)C(=O)N1CCNCC1 (trans-1-{4-[4-(2-Ethyl-5,7-dimethyl-3H-imidazo[4,5-b]pyridin-3-ylmethyl)phenylamino]cyclohexylcarbonyl}piperazine). The yield is 93.2%. As a reaction SMILES: C(OC([N:8]1[CH2:13][CH2:12][N:11]([C:14]([C@H:16]2[CH2:21][CH2:20][C@H:19]([NH:22][C:23]3[CH:28]=[CH:27][C:26]([CH2:29][N:30]4[C:34]5=[N:35][C:36]([CH3:40])=[CH:37][C:38]([CH3:39])=[C:33]5[N:32]=[C:31]4[CH2:41][CH3:42])=[CH:25][CH:24]=3)[CH2:18][CH2:17]2)=[O:15])[CH2:10][CH2:9]1)=O)(C)(C)C.C(OCC)(=O)C.Cl>C(Cl)(Cl)Cl>[CH2:41]([C:31]1[N:30]([CH2:29][C:26]2[CH:25]=[CH:24][C:23]([NH:22][C@H:19]3[CH2:18][CH2:17][C@H:16]([C:14]([N:11]4[CH2:12][CH2:13][NH:8][CH2:9][CH2:10]4)=[O:15])[CH2:21][CH2:20]3)=[CH:28][CH:27]=2)[C:34]2=[N:35][C:36]([CH3:40])=[CH:37][C:38]([CH3:39])=[C:33]2[N:32]=1)[CH3:42] |f:1.2|. Procedure details: Compound 113 (261 mg, 0.454 mmol) was dissolved in chloroform (1.7 mL), and a 4 mol/L hydrogen chloride-ethyl acetate solution (4.5 mL) was added to the solution, followed by stirring at 0° C. for 1.5 hours. The reaction mixture was concentrated under reduced pressure, and the residue was added with a 2 mol/L aqueous sodium hydroxide solution, then extracted with ethyl acetate three times. The organic layer was washed with saturated brine and dried over anhydrous magnesium sulfate, then concentr... Starting materials: solid, BrC1=CC(=CC=2C(=C3N(C12)CCNC3=O)C)F (6-bromo-8-fluoro-10-methyl-3,4-dihydro-2H-pyrazino[1,2-a]indol-1-one), BrC1=CC(=CC=2C(=C3N(C12)CCNC3=O)C)F (6-bromo-8-fluoro-10-methyl-3,4-dihydro-2H-pyrazino[1,2-a]indol-1-one), FC=1C=C(C=C(C1)F)B(O)O (3,5-difluoro-phenylboronic acid). Yields the product FC=1C=C(C=C(C1)F)C1=CC(=CC=2C(=C3N(C12)CCNC3=O)C)F (6-(3,5-Difluoro-phenyl)-8-fluoro-10-methyl-3,4-dihydro-2H-pyrazino[1,2-a]indol-1-one). Reaction SMILES: Br[C:2]1[C:10]2[N:9]3[CH2:11][CH2:12][NH:13][C:14](=[O:15])[C:8]3=[C:7]([CH3:16])[C:6]=2[CH:5]=[C:4]([F:17])[CH:3]=1.[F:18][C:19]1[CH:20]=[C:21](B(O)O)[CH:22]=[C:23]([F:25])[CH:24]=1>>[F:18][C:19]1[CH:20]=[C:21]([C:2]2[C:10]3[N:9]4[CH2:11][CH2:12][NH:13][C:14](=[O:15])[C:8]4=[C:7]([CH3:16])[C:6]=3[CH:5]=[C:4]([F:17])[CH:3]=2)[CH:22]=[C:23]([F:25])[CH:24]=1. Procedure details: The title compound, white solid (69 mg, 84%), MS (ISP) m/z=331.5 [(M+H)+], mp 250° C., was prepared in accordance with the general method of example 1 from 6-bromo-8-fluoro-10-methyl-3,4-dihydro-2H-pyrazino[1,2-a]indol-1-one (intermediate 14) (74.3 mg, 0.25 mmol) and commercially available 3,5-difluoro-phenylboronic acid (51.3 mg, 0.325 mmol). The reactants are O1C(CCC2=CC=CC=C12)C(=O)N ((±)-Chroman-2-carboxylic acid amide), ClS(=O)(=O)O (chlorosulfonic acid), ice. The product is C(N)(=O)C1OC2=CC=C(C=C2CC1)S(=O)(=O)Cl ((±)-2-Carbamoylchroman-6-sulfonyl chloride). The yield is 73.0%. Reaction SMILES: [O:1]1[C:10]2[C:5](=[CH:6][CH:7]=[CH:8][CH:9]=2)[CH2:4][CH2:3][CH:2]1[C:11]([NH2:13])=[O:12].[Cl:14][S:15](O)(=[O:17])=[O:16]>>[C:11]([CH:2]1[CH2:3][CH2:4][C:5]2[C:10](=[CH:9][CH:8]=[C:7]([S:15]([Cl:14])(=[O:17])=[O:16])[CH:6]=2)[O:1]1)(=[O:12])[NH2:13]. Procedure details: The compound from Example 21 (2.0 g, 11.3 mmol) was added in portions over 10 minutes to cooled (0° C.) chlorosulfonic acid (9 mL). After 75 minutes the mixture was added slowly and dropwise to ice (150 g). The mixture was filtered and the solids washed with water (3×20 mL) and dried at 50° C. in vacuo to give a colorless powder (2.29 g, 73%). Mp 147-148° C.; 1H NMR (CDCl3, 300 MHz) δ 7.82 (m, 2 H), 7.08 (d, J=8.6 Hz, 1 H), 6.50 (br s, 1 H), 5.77 (br s, 1 H), 4.68 (dd, J=9.4 Hz, 3.1 Hz, 1 H), 2.... The reactants are CC(CCCCC)=O (2-heptanone), C1(=CC=CC=C1)COCC(=O)OC (methyl phenylmethoxyacetate), Intermediate 16. Product: C1(=CC=CC=C1)COCC(CC(CCC)=O)=O (Phenylmethoxy-2,4-heptandione). Reaction SMILES: [CH3:1][C:2](=[O:8])[CH2:3][CH2:4][CH2:5]CC.[C:9]1([CH2:15][O:16][CH2:17][C:18]([O:20]C)=O)[CH:14]=[CH:13][CH:12]=[CH:11][CH:10]=1>>[C:9]1([CH2:15][O:16][CH2:17][C:18](=[O:20])[CH2:1][C:2](=[O:8])[CH2:3][CH2:4][CH3:5])[CH:10]=[CH:11][CH:12]=[CH:13][CH:14]=1. Procedure details: From 2-heptanone and methyl phenylmethoxyacetate according to the method of Intermediate 16. The reactants are O=C(O)c1ccc(C2OC2C(=O)c2ccccc2)cc1, CCO, [K+], [OH-]. Product: O=C(Cc1ccc(C(=O)O)cc1)C(=O)c1ccccc1. Reaction SMILES: [C:1](=[O:2])([OH:3])[c:4]1[cH:5][cH:6][c:7]([CH:10]2[CH:11]([C:12](=[O:13])[c:14]3[cH:15][cH:16][cH:17][cH:18][cH:19]3)[O:20]2)[cH:8][cH:9]1.[CH3:23][CH2:24][OH:25].[K+:22].[OH-:21]>>[C:1](=[O:2])([OH:3])[c:4]1[cH:5][cH:6][c:7]([CH2:10][C:11]([C:12](=[O:13])[c:14]2[cH:15][cH:16][cH:17][cH:18][cH:19]2)=[O:20])[cH:8][cH:9]1. Reactants: CC1=NC=2C(=NC(=CC2C(=O)OC)N2CCOCC2)N1CC1=C(C(=CC=C1)C(F)(F)F)C (methyl 2-methyl-3-(2-methyl-3-(trifluoromethyl)benzyl)-5-morpholino-3H-imidazo[4,5-b]pyridine-7-carboxylate). Run in [Li+].[OH-] (LiOH), C1CCOC1 (THF). Run at temperature 50 celsius, time 8 hour. Product: CC1=NC=2C(=NC(=CC2C(=O)O)N2CCOCC2)N1CC1=C(C(=CC=C1)C(F)(F)F)C (2-methyl-3-(2-methyl-3-(trifluoromethyl)benzyl)-5-morpholino-3H-imidazo[4,5-b]pyridine-7-carboxylic acid). The yield is 61.4%. RXN SMILES: [CH3:1][C:2]1[N:20]([CH2:21][C:22]2[CH:27]=[CH:26][CH:25]=[C:24]([C:28]([F:31])([F:30])[F:29])[C:23]=2[CH3:32])[C:5]2=[N:6][C:7]([N:14]3[CH2:19][CH2:18][O:17][CH2:16][CH2:15]3)=[CH:8][C:9]([C:10]([O:12]C)=[O:11])=[C:4]2[N:3]=1>[Li+].[OH-].C1COCC1>[CH3:1][C:2]1[N:20]([CH2:21][C:22]2[CH:27]=[CH:26][CH:25]=[C:24]([C:28]([F:31])([F:29])[F:30])[C:23]=2[CH3:32])[C:5]2=[N:6][C:7]([N:14]3[CH2:15][CH2:16][O:17][CH2:18][CH2:19]3)=[CH:8][C:9]([C:10]([OH:12])=[O:11])=[C:4]2[N:3]=1 |f:1.2|. Reported procedure: A mixture of methyl 2-methyl-3-(2-methyl-3-(trifluoromethyl)benzyl)-5-morpholino-3H-imidazo[4,5-b]pyridine-7-carboxylate (310 mg, 0.69 mmol) in 2N LiOH (15 mL) and THF (15 mL) was stirred at 50° C. for 8 h. It was cooled to room temperature and the precipitate was collected by filtration. It was then poured into water (50 mL) and the suspension was acidified with formic acid to pH=1. It was filtered and the solid was purified by chromatography on silica gel eluted with MeOH/DCM=1/5 to afford the...